Dataset: the Open Reaction Database (ORD), a public repository of structured organic reaction records. Task: describe an organic reaction: reactants, conditions, products, and yield The product is CC(C)(C)OC(=O)N1CCOC2(CCCN2)C1. Reactants: CC(C)(C)OC(=O)N1CCOC2(CCCN2Cc2ccccc2)C1, CO. RXN SMILES: [CH2:1]([c:2]1[cH:3][cH:4][cH:5][cH:6][cH:7]1)[N:8]1[C:9]2([CH2:10][N:11]([C:15](=[O:16])[O:17][C:18]([CH3:19])([CH3:20])[CH3:21])[CH2:12][CH2:13][O:14]2)[CH2:22][CH2:23][CH2:24]1.[CH3:25][OH:26]>>[NH:8]1[C:9]2([CH2:10][N:11]([C:15](=[O:16])[O:17][C:18]([CH3:19])([CH3:20])[CH3:21])[CH2:12][CH2:13][O:14]2)[CH2:22][CH2:23][CH2:24]1.